This data is from the Open Reaction Database (ORD), a public repository of structured organic reaction records. The task is: describe an organic reaction: reactants, conditions, products, and yield The reactants are C1(=CC=CC=C1)C1=CC=C(OCOC(C[C@](CCC)(OCOC2=CC=C(C=C2)C2=CC=CC=C2)CCC2=CC=CC=C2)=O)C=C1 ((R)-(4-phenylphenoxy)methyl-3-(2-phenylethyl)-3-[(4-phenylphenoxy)methoxy]hexanoate), [H-].C(C(C)C)[Al+]CC(C)C (diisobutylaluminum hydride), O.C(CC(O)(C(=O)O)CC(=O)O)(=O)O (citric acid monohydrate), CC(=O)C (Acetone). Run in C1(=CC=CC=C1)C (toluene), C1(=CC=CC=C1)C (toluene), O (water). Run at time 0.5 hour. Product: C1(=CC=CC=C1)CC[C@@](CCO)(CCC)OCOC1=CC=C(C=C1)C1=CC=CC=C1 ((R)-3-(2-phenylethyl)-3-[(4-phenylphenoxy)methoxy]hexanol). As a reaction SMILES: C1(C2C=CC(OC[O:13][C:14](=O)[CH2:15][C@@:16]([CH2:35][CH2:36][C:37]3[CH:42]=[CH:41][CH:40]=[CH:39][CH:38]=3)([O:20][CH2:21][O:22][C:23]3[CH:28]=[CH:27][C:26]([C:29]4[CH:34]=[CH:33][CH:32]=[CH:31][CH:30]=4)=[CH:25][CH:24]=3)[CH2:17][CH2:18][CH3:19])=CC=2)C=CC=CC=1.[H-].C([Al+]CC(C)C)C(C)C.CC(C)=O.O.C(O)(=O)CC(CC(O)=O)(C(O)=O)O>C1(C)C=CC=CC=1.O>[C:37]1([CH2:36][CH2:35][C@:16]([O:20][CH2:21][O:22][C:23]2[CH:24]=[CH:25][C:26]([C:29]3[CH:34]=[CH:33][CH:32]=[CH:31][CH:30]=3)=[CH:27][CH:28]=2)([CH2:17][CH2:18][CH3:19])[CH2:15][CH2:14][OH:13])[CH:42]=[CH:41][CH:40]=[CH:39][CH:38]=1 |f:1.2,4.5|. Procedure details: To a slurry of crude (R)-(4-phenylphenoxy)methyl-3-(2-phenylethyl)-3-[(4-phenylphenoxy)methoxy]hexanoate (X, EXAMPLE 7, 56.5 wt %, 49.32 g, 46.38 mmol) in toluene (500 ml) is added a solution of diisobutylaluminum hydride in toluene (1.52 M, 85 ml, 129.2 mmol, 2.79 equiv) while maintaining -20°. The mixture is slowly warmed to 1° over 2.5 hrs, then stirred 1/2 hr. Acetone (8.0 ml, 108.5 mmol, 2.34 equiv) is added and the mixture cannulated into an 18° solution of citric acid monohydrate (136 g, ... Reactants: COC(=O)C=Cc1ccc(C(C)(C)C)cc1, C[Al](C)C, CO, ClCCCl, Nc1cc2ccccc2nc1Cl. Product: CC(C)(C)c1ccc(C=CC(=O)Nc2cc3ccccc3nc2Cl)cc1. RXN SMILES: [C:17]([CH3:18])([CH3:19])([CH3:20])[c:21]1[cH:22][cH:23][c:24]([CH:25]=[CH:26][C:27](=[O:28])[O:29][CH3:30])[cH:31][cH:32]1.[CH3:1][Al:2]([CH3:3])[CH3:4].[CH3:33][OH:34].[Cl:35][CH2:36][CH2:37][Cl:38].[Cl:5][c:6]1[n:7][c:8]2[cH:9][cH:10][cH:11][cH:12][c:13]2[cH:14][c:15]1[NH2:16]>>[Cl:5][c:6]1[n:7][c:8]2[cH:9][cH:10][cH:11][cH:12][c:13]2[cH:14][c:15]1[NH:16][C:27]([CH:26]=[CH:25][c:24]1[cH:23][cH:22][c:21]([C:17]([CH3:18])([CH3:19])[CH3:20])[cH:32][cH:31]1)=[O:28]. Reactants: [OH-].[Na+] (sodium hydroxide), C1(CC1)C1=CC(=C(C(=C1C1=CC=C(C=C1)F)F)OCC)CN1CCC(CC1)N1C(C(=C(C=C1)C(=O)OC)C)=O (methyl 1-(1-((6-cyclopropyl-3-ethoxy-2,4′-difluorobiphenyl-4-yl)methyl)piperidin-4-yl)-3-methyl-2-oxo-1,2-dihydropyridine-4-carboxylate). Run in C(C)O (ethanol). Run at time 3 hour. The product is C1(CC1)C1=CC(=C(C(=C1C1=CC=C(C=C1)F)F)OCC)CN1CCC(CC1)N1C(C(=C(C=C1)C(=O)O)C)=O (1-(1-((6-Cyclopropyl-3-ethoxy-2,4′-difluorobiphenyl-4-yl)methyl)piperidin-4-yl)-3-methyl-2-oxo-1,2-dihydropyridine-4-carboxylic acid). The yield is 54.8%. RXN SMILES: [OH-].[Na+].[CH:3]1([C:6]2[C:11]([C:12]3[CH:17]=[CH:16][C:15]([F:18])=[CH:14][CH:13]=3)=[C:10]([F:19])[C:9]([O:20][CH2:21][CH3:22])=[C:8]([CH2:23][N:24]3[CH2:29][CH2:28][CH:27]([N:30]4[CH:35]=[CH:34][C:33]([C:36]([O:38]C)=[O:37])=[C:32]([CH3:40])[C:31]4=[O:41])[CH2:26][CH2:25]3)[CH:7]=2)[CH2:5][CH2:4]1>C(O)C>[CH:3]1([C:6]2[C:11]([C:12]3[CH:13]=[CH:14][C:15]([F:18])=[CH:16][CH:17]=3)=[C:10]([F:19])[C:9]([O:20][CH2:21][CH3:22])=[C:8]([CH2:23][N:24]3[CH2:25][CH2:26][CH:27]([N:30]4[CH:35]=[CH:34][C:33]([C:36]([OH:38])=[O:37])=[C:32]([CH3:40])[C:31]4=[O:41])[CH2:28][CH2:29]3)[CH:7]=2)[CH2:5][CH2:4]1 |f:0.1|. Procedure: A 2 M aqueous sodium hydroxide solution (2 mL) was added at room temperature to an ethanol (8 mL) solution of methyl 1-(1-((6-cyclopropyl-3-ethoxy-2,4′-difluorobiphenyl-4-yl)methyl)piperidin-4-yl)-3-methyl-2-oxo-1,2-dihydropyridine-4-carboxylate (283 mg), and the mixture was stirred at 80 C for 3 hours in a nitrogen atmosphere. Then, the solvent was distilled off under reduced pressure. Water was added to the obtained residue, and the mixture was neutralized with 2 M hydrochloric acid. The depos... Reactants: C(C)NC=1N=CC2=C(N3CCCC3CN(C2=O)C=2C=C(ON3CCCCC3)C=CC2)N1 (3-(9-ethylamino-6-oxo-2,3,3a,4-tetrahydro-1H,6H-5,8,10,10b-tetraazabenzo[e]azulen-5-yl)phenoxypiperidine), Cl.O1CCOCC1 (hydrochloric acid 1,4-dioxane). Run in O1CCOCC1 (1,4-dioxane). Reaction conditions: time 1.5 hour. The product is C(C)NC=1N=CC2=C(N3CCC[C@H]3CN(C2=O)C2=CC(=CC=C2)OC2CCNCC2)N1 ((S)-9-Ethylamino-5-[3-(piperidin-4-yloxy)phenyl]-1,2,3,3a,4,5-hexahydro-5,8,10,10b-tetraazabenzo[e]azulen-6-one). Yield: 82.0%. RXN SMILES: [CH2:1]([NH:3][C:4]1[N:5]=[CH:6][C:7]2[C:16](=[O:17])[N:15]([C:18]3[CH:19]=[C:20]([CH:28]=[CH:29][CH:30]=3)[O:21]N3CCCCC3)[CH2:14][CH:13]3[N:9]([CH2:10][CH2:11][CH2:12]3)[C:8]=2[N:31]=1)[CH3:2].Cl.O1[CH2:38][CH2:37]OCC1>O1CCOCC1>[CH2:1]([NH:3][C:4]1[N:5]=[CH:6][C:7]2[C:16](=[O:17])[N:15]([C:18]3[CH:30]=[CH:29][CH:28]=[C:20]([O:21][CH:38]4[CH2:37][CH2:4][NH:3][CH2:1][CH2:2]4)[CH:19]=3)[CH2:14][C@H:13]3[N:9]([CH2:10][CH2:11][CH2:12]3)[C:8]=2[N:31]=1)[CH3:2] |f:1.2|. Reported procedure: (S)-1-Tert-butoxycarbonyl-4-(3-(9-ethylamino-6-oxo-2,3,3a,4-tetrahydro-1H,6H-5,8,10,10b-tetraazabenzo[e]azulen-5-yl)phenoxypiperidine (0.633 g, 1.21 mmol) obtained in Step 2 was dissolved in 1,4-dioxane (10 mL), and the mixture was stirred at room temperature for 1.5 hours after adding a 4 mol/L hydrochloric acid-1,4-dioxane solution (10 mL). The mixture was concentrated under reduced pressure, diluted with chloroform, and washed with a saturated aqueous sodium bicarbonate solution. The organic ... Reactants: CC(=O)OI1(C=2C=CC=CC2C(=O)O1)(OC(=O)C)OC(=O)C (Dess Martin periodinane), CN1N=NC=2N(C1=O)C=NC2C(NC2=CC=CC=C2)=S (3-methyl-4-oxo-N-phenyl-3,4-dihydroimidazo[5,1-d][1,2,3,5]tetrazine-8-carbothioamide), CC(=O)OI1(C=2C=CC=CC2C(=O)O1)(OC(=O)C)OC(=O)C (Dess Martin periodinane). The solvent is C(Cl)(Cl)Cl (chloroform). Reaction conditions: time 1 hour. Product: S1C(=NC2=C1C=CC=C2)C=2N=CN1C2N=NN(C1=O)C (8-(Benzo[d]thiazol-2-yl)-3-methylimidazo[5,1-d][1,2,3,5]tetrazin-4(3H)-one). Yield: 9.7%. As a reaction SMILES: CC(OI1(OC(C)=O)(OC(C)=O)OC(=O)C2C=CC=CC1=2)=O.[CH3:23][N:24]1[C:29](=[O:30])[N:28]2[CH:31]=[N:32][C:33]([C:34](=[S:42])[NH:35][C:36]3[CH:41]=[CH:40][CH:39]=[CH:38][CH:37]=3)=[C:27]2[N:26]=[N:25]1>C(Cl)(Cl)Cl>[S:42]1[C:41]2[CH:40]=[CH:39][CH:38]=[CH:37][C:36]=2[N:35]=[C:34]1[C:33]1[N:32]=[CH:31][N:28]2[C:29](=[O:30])[N:24]([CH3:23])[N:25]=[N:26][C:27]=12. Procedure: Dess Martin periodinane (202 mg, 0.477 mmol) was added in small portions to a solution of 3-methyl-4-oxo-N-phenyl-3,4-dihydroimidazo[5,1-d][1,2,3,5]tetrazine-8-carbothioamide (300 mg (as 3:2 mixture with carboxamide), 0.434 mmol) in chloroform (60 mL) and the reaction was monitored by thin layer chromatography. The mixture was stirred for 1 hour and 20 mg of Dess Martin periodinane was added. The mixture was stirred for 30 minutes and the crude product was absorbed on silica and purified by flas...